Dataset: the Open Reaction Database (ORD), a public repository of structured organic reaction records. Task: describe an organic reaction: reactants, conditions, products, and yield The reactants are OBO, Nc1ccc(Cc2ccccc2)cc1Br, Fc1ccccc1Cl. Product: Nc1ccc(Cc2ccccc2)cc1-c1ccc(F)c(Cl)c1. As a reaction SMILES: [BH:16]([OH:17])[OH:18].[CH2:1]([c:2]1[cH:3][cH:4][cH:5][cH:6][cH:7]1)[c:8]1[cH:9][c:10]([Br:15])[c:11]([NH2:12])[cH:13][cH:14]1.[Cl:19][c:20]1[cH:21][cH:22][cH:23][cH:24][c:25]1[F:26]>>[CH2:1]([c:2]1[cH:3][cH:4][cH:5][cH:6][cH:7]1)[c:8]1[cH:9][c:10](-[c:22]2[cH:21][c:20]([Cl:19])[c:25]([F:26])[cH:24][cH:23]2)[c:11]([NH2:12])[cH:13][cH:14]1. Reactants: II (iodine), FC=1C=CC2=C(C3=C4C(N(C=C4CO2)COCC[Si](C)(C)C)=NC=C3)C1 (7-fluoro-1-((2-(trimethylsilyl)ethoxy)methyl)-1,3-dihydro-4-oxa-1,11-diazadibenzo[cd,f]azulene), C(C)(C)[N-]C(C)C.[Li+] (lithium diisopropylamide). The solvent is O1CCCC1 (tetrahydrofuran), O1CCCC1 (tetrahydrofuran), O1CCCC1.CCCCCCC.C(C)C1=CC=CC=C1 (tetrahydrofuran heptane ethylbenzene). Reaction conditions: temperature -78 celsius, time 60 minute. Product: FC=1C=CC2=C(C3=C4C(N(C(=C4CO2)I)COCC[Si](C)(C)C)=NC=C3)C1 (7-fluoro-2-iodo-1-((2-(trimethylsilyl)ethoxy)methyl)-1,3-dihydro-4-oxa-1,11-diazadibenzo[cd,f]azulene). Reaction SMILES: [F:1][C:2]1[CH:3]=[CH:4][C:5]2[O:14][CH2:13][C:12]3[C:8]4[C:9](=[N:23][CH:24]=[CH:25][C:7]=4[C:6]=2[CH:26]=1)[N:10]([CH2:15][O:16][CH2:17][CH2:18][Si:19]([CH3:22])([CH3:21])[CH3:20])[CH:11]=3.C([N-]C(C)C)(C)C.[Li+].[I:35]I>O1CCCC1.O1CCCC1.CCCCCCC.C(C1C=CC=CC=1)C>[F:1][C:2]1[CH:3]=[CH:4][C:5]2[O:14][CH2:13][C:12]3[C:8]4[C:9](=[N:23][CH:24]=[CH:25][C:7]=4[C:6]=2[CH:26]=1)[N:10]([CH2:15][O:16][CH2:17][CH2:18][Si:19]([CH3:22])([CH3:21])[CH3:20])[C:11]=3[I:35] |f:1.2,5.6.7|. Procedure: To a solution of Example 14G (310.0 mg, 0.837 mmol) in tetrahydrofuran (8 mL) at −78° C. was added 2M lithium diisopropylamide (1.255 mL, 2.51 mmol) in tetrahydrofuran/heptane/ethylbenzene dropwise. After 60 minutes, a solution of iodine (531 mg, 2.092 mmol) in tetrahydrofuran (3 mL) was cannulated into the reaction mixture and the mixture was stirred at −78° C. for 2 hours. The mixture was quenched with aqueous sodium thiosulfate and extracted with ethyl acetate (twice). The combined organic la... Starting materials: CCOC(=O)c1cnc(Cl)nc1C(F)(F)F, Cc1c(Cl)nnc(N2CCNC(C)C2)c1C. The product is CCOC(=O)c1cnc(N2CCN(c3nnc(Cl)c(C)c3C)CC2C)nc1C(F)(F)F. RXN SMILES: [CH2:1]([CH3:2])[O:3][C:4](=[O:5])[c:6]1[c:7]([C:13]([F:14])([F:15])[F:16])[n:8][c:9]([Cl:12])[n:10][cH:11]1.[Cl:17][c:18]1[n:19][n:20][c:21]([N:26]2[CH2:27][CH:28]([CH3:32])[NH:29][CH2:30][CH2:31]2)[c:22]([CH3:25])[c:23]1[CH3:24]>>[CH2:1]([CH3:2])[O:3][C:4](=[O:5])[c:6]1[c:7]([C:13]([F:14])([F:15])[F:16])[n:8][c:9]([N:29]2[CH:28]([CH3:32])[CH2:27][N:26]([c:21]3[n:20][n:19][c:18]([Cl:17])[c:23]([CH3:24])[c:22]3[CH3:25])[CH2:31][CH2:30]2)[n:10][cH:11]1. Starting materials: potassium t-butylate, [Cl-].COC[P+](C1=CC=CC=C1)(C1=CC=CC=C1)C1=CC=CC=C1 (methoxymethyl-triphenylphosphonium chloride), C(#N)C1=CC=C(C=O)C=C1 (4-cyanobenzaldehyde). The solvent is COC(C)(C)C (t-butyl methyl ether), COC(C)(C)C (t-butyl methyl ether). Conditions: time 1 hour. Yields the product COC=CC1=CC=C(C#N)C=C1 (4-(2-methoxyvinyl)benzonitrile). As a reaction SMILES: [Cl-].[CH3:2][O:3][CH2:4][P+](C1C=CC=CC=1)(C1C=CC=CC=1)C1C=CC=CC=1.[C:24]([C:26]1[CH:33]=[CH:32][C:29]([CH:30]=O)=[CH:28][CH:27]=1)#[N:25]>COC(C)(C)C>[CH3:2][O:3][CH:4]=[CH:30][C:29]1[CH:32]=[CH:33][C:26]([C:24]#[N:25])=[CH:27][CH:28]=1 |f:0.1|. Procedure: A suspension of 37.2 g of methoxymethyl-triphenylphosphonium chloride in 250 ml of t-butyl methyl ether is treated at room temperature while gassing with argon with 13.4 g of potassium t-butylate and stirred for 1 hour. Subsequently, the reaction mixture is treated at about 20° C. with a mixture of 9.49 g of 4-cyanobenzaldehyde and 100 mol of t-butyl methyl ether and stirred for a further 1 hours. Thereafter, the reaction mixture is partitioned in diethyl ether/water. The aqueous phase is extrac... Starting materials: CCCC[N+](CCCC)(CCCC)CCCC.[F-] (TBAF), C(C)(C)(C)OC(N(CC)CC1=CC(=C(C=C1)Cl)C(O[SiH2]C(C)(C)C)(C)C)=O ([3-(tert-butyl-dimethyl-silanyloxymethyl)-4-chloro-benzyl]-ethyl-carbamic acid tert-butyl ester), CCOC(=O)C (EtOAc). Run in C1CCOC1 (THF). Reaction conditions: time 1 hour. Yields the product C(C)(C)(C)OC(N(CC)CC1=CC(=C(C=C1)Cl)CO)=O ((4-Chloro-3-hydroxymethyl-benzyl)-ethyl-carbamic acid tert-butyl ester). Isolated yield 65.8%. Reaction SMILES: CCCC[N+](CCCC)(CCCC)CCCC.[F-].[C:19]([O:23][C:24](=[O:45])[N:25]([CH2:28][C:29]1[CH:34]=[CH:33][C:32]([Cl:35])=[C:31]([C:36](C)(C)[O:37][SiH2]C(C)(C)C)[CH:30]=1)[CH2:26][CH3:27])([CH3:22])([CH3:21])[CH3:20].CCOC(C)=O>C1COCC1>[C:19]([O:23][C:24](=[O:45])[N:25]([CH2:28][C:29]1[CH:34]=[CH:33][C:32]([Cl:35])=[C:31]([CH2:36][OH:37])[CH:30]=1)[CH2:26][CH3:27])([CH3:20])([CH3:21])[CH3:22] |f:0.1|. Reported procedure: TBAF (1M in THF, 3.03 mL, 3.03 mmol) was added dropwise to a sol. of [3-(tert-butyl-dimethyl-silanyloxymethyl)-4-chloro-benzyl]-ethyl-carbamic acid tert-butyl ester (628 mg, 1.52 mmol) in THF (14.9 mL) at 0° C. The mixture was stirred for 1 h while warming up to rt. EtOAc was added, and the mixture was washed with aq. sat. NH4Cl and brine. The org. layer was dried over MgSO4, filtered, and the solvents were removed under reduced pressure. Purification of the crude by FC (MeOH/CH2Cl2 19:1) yielde... Reactants: [N+](=O)([O-])C1=C(C=O)C=CC=C1 (2-nitrobenzaldehyde), ClC=1C=C(C=CC1Cl)C1CC(CC(C1)=O)=O (5-(3,4-dichlorophenyl)-1,3-cyclohexanedione), Cl (hydrochloric acid), O (water). The solvent is C(C)(=O)O (acetic acid), CO (methanol). Run at temperature 80 celsius. The product is ClC1=CC=C2N(C=3CC(CC(C3C(C2=C1)=O)=O)C1=CC(=C(C=C1)Cl)Cl)O (7-chloro-3-(3,4-dichlorophenyl)-3,4-dihydro-10-hydroxy-1,9(2H,-10H)-acridinedione). RXN SMILES: [N+:1]([C:4]1[CH:11]=[CH:10][CH:9]=[CH:8][C:5]=1[CH:6]=[O:7])([O-:3])=O.[Cl:12][C:13]1[CH:14]=[C:15]([CH:20]2[CH2:25][C:24](=[O:26])[CH2:23][C:22](=O)[CH2:21]2)[CH:16]=[CH:17][C:18]=1[Cl:19].O.[ClH:29]>C(O)(=O)C.CO>[Cl:29][C:9]1[CH:8]=[C:5]2[C:4]([N:1]([OH:3])[C:22]3[CH2:21][CH:20]([C:15]4[CH:16]=[CH:17][C:18]([Cl:19])=[C:13]([Cl:12])[CH:14]=4)[CH2:25][C:24](=[O:26])[C:23]=3[C:6]2=[O:7])=[CH:11][CH:10]=1. Procedure details: A mixture of 3.25 g of 2-nitrobenzaldehyde and 5.5 g of 5-(3,4-dichlorophenyl)-1,3-cyclohexanedione in 20 ml of glacial acetic acid and 20 ml of concentrated hydrochloric acid is heated at 80° C. for 0.5 hr, cooled and poured into 300 ml of water. The solid is digested in hot methanol and dried in vacuo to give 7-chloro-3-(3,4-dichlorophenyl)-3,4-dihydro-10-hydroxy-1,9(2H,-10H)-acridinedione; mp 268°-269° C. (dec). Starting materials: CCN(CC)c1ccc([N+](=O)[O-])cc1C, CO. The product is CCN(CC)c1ccc(N)cc1C. As a reaction SMILES: [CH2:1]([CH3:2])[N:3]([c:4]1[c:5]([CH3:13])[cH:6][c:7]([N+:10]([O-:11])=[O:12])[cH:8][cH:9]1)[CH2:14][CH3:15].[CH3:16][OH:17]>>[CH2:1]([CH3:2])[N:3]([c:4]1[c:5]([CH3:13])[cH:6][c:7]([NH2:10])[cH:8][cH:9]1)[CH2:14][CH3:15]. Reactants: C(C)OC(=O)C=1N(C2=CC=C(C=C2C1)OCC1=CC=CC=C1)CCCNC(=O)OC(C)(C)C (5-benzyloxy-1-(3-tert-butoxycarbonylamino-propyl)-1H-indole-2-carboxylic acid ethyl ester), FC(C(=O)O)(F)F (trifluoroacetic acid). Solvent: ClCCl (dichloromethane). Run at time 1 hour. Yields the product C(C)OC(=O)C=1N(C2=CC=C(C=C2C1)OCC1=CC=CC=C1)CCCN (1-(3-Amino-propyl)-5-benzyloxy-1H-indole-2-carboxylic Acid Ethyl Ester). The yield is 100.0%. Reaction SMILES: [CH2:1]([O:3][C:4]([C:6]1[N:7]([CH2:23][CH2:24][CH2:25][NH:26]C(OC(C)(C)C)=O)[C:8]2[C:13]([CH:14]=1)=[CH:12][C:11]([O:15][CH2:16][C:17]1[CH:22]=[CH:21][CH:20]=[CH:19][CH:18]=1)=[CH:10][CH:9]=2)=[O:5])[CH3:2].FC(F)(F)C(O)=O>ClCCl>[CH2:1]([O:3][C:4]([C:6]1[N:7]([CH2:23][CH2:24][CH2:25][NH2:26])[C:8]2[C:13]([CH:14]=1)=[CH:12][C:11]([O:15][CH2:16][C:17]1[CH:22]=[CH:21][CH:20]=[CH:19][CH:18]=1)=[CH:10][CH:9]=2)=[O:5])[CH3:2]. Reported procedure: The solution of 14.3 g (31.6 mmol) 5-benzyloxy-1-(3-tert-butoxycarbonylamino-propyl)-1H-indole-2-carboxylic acid ethyl ester in 140 mL dichloromethane was cooled to 0° C. and 70 mL (104.2 g, 914 mmol) trifluoroacetic acid was added. The cooling bath was removed and after stirring at room temperature for 1 h, the solution was neutralized with 1M aqueous sodium hydroxide solution and was extracted with dichloromethane. The organic phase was washed with brine, dried over magnesium sulfate, filtered... Starting materials: C(C)(C)(C)OC(=O)NCC1=CC=C(C=C1)NC(CNC(OCC1C2=CC=CC=C2C=2C=CC=CC12)=O)=O (9H-fluoren-9-ylmethyl {2-[(4-{[(tert-butoxycarbonyl)amino]methyl}phenyl)amino]-2-oxoethyl}carbamate), N1CCCCC1 (piperidine). Solvent: CN(C)C=O (DMF). Conditions: time 30 minute. Yields the product NCC(=O)NC1=CC=C(CNC(OC(C)(C)C)=O)C=C1 (tert-butyl [4-(glycylamino)benzyl]carbamate). The yield is 84.4%. As a reaction SMILES: [C:1]([O:5][C:6]([NH:8][CH2:9][C:10]1[CH:15]=[CH:14][C:13]([NH:16][C:17](=[O:37])[CH2:18][NH:19]C(=O)OCC2C3C=CC=CC=3C3C2=CC=CC=3)=[CH:12][CH:11]=1)=[O:7])([CH3:4])([CH3:3])[CH3:2].N1CCCCC1>CN(C=O)C>[NH2:19][CH2:18][C:17]([NH:16][C:13]1[CH:12]=[CH:11][C:10]([CH2:9][NH:8][C:6](=[O:7])[O:5][C:1]([CH3:2])([CH3:3])[CH3:4])=[CH:15][CH:14]=1)=[O:37]. Procedure details: To a solution of #B118 (7.0 g, 14.0 mmol, 1.0 eq) in DMF (70 mL) was added piperidine (4.7 mL, 47.5 mmol, 3.4 eq.) at room temperature. The mixture was stirred at room temperature for 30 min, evaporated in vacuo. The residue was washed with petroleum ether (100 mL×2) and re-crystallized from EtOAc (50 mL) and petroleum ether (200 mL) to gave #B119 (3.3 g, 84.6%) as a white solid. 1H NMR (400 Hz, CDCl3): δ 9.37 (s, 1H), 7.57 (d, 2H), 7.25 (d, 2H), 4.80 (br, 1H), 4.27 (d, 2H), 3.47 (s, 2H), 1.45 (... The reactants are C(C=C)OC(=O)N1COC([C@]12[C@@H]1[C@H]([C@@H]1C[C@@H]2F)C(=O)O)=O ((1S,2S,3S,5R,6S)-3′-((Allyloxy)carbonyl)-3-fluoro-5′-oxospiro[bicyclo[3.1.0]hexan-2,4′-oxazolidine]-6-carboxylic acid), C(OC(C)Cl)(OC(C)C)=O (1-chloroethyl isopropyl carbonate), ( 3 ). Product: F[C@H]1C[C@H]2[C@@H](C2[C@@]12N(COC2=O)C(=O)OCC=C)C(=O)O[C@H](C)OC(=O)OC(C)C ((1S,2S,3S,5R,6S)-3′-allyl 6-(1-((isopropyloxycarbonyl)oxy)ethyl) 3-fluoro-5′-oxospiro[bicyclo[3.1.0]hexan-2,4′-oxazolidine]-3′,6-dicarboxylate). Isolated yield 18.1%. Reaction SMILES: [CH2:1]([O:4][C:5]([N:7]1[C@:11]2([C@@H:16]([F:17])[CH2:15][C@@H:14]3[C@H:12]2[C@H:13]3[C:18]([OH:20])=[O:19])[C:10](=[O:21])[O:9][CH2:8]1)=[O:6])[CH:2]=[CH2:3].[C:22](=[O:31])([O:27][CH:28]([CH3:30])[CH3:29])[O:23][CH:24](Cl)[CH3:25]>>[F:17][C@@H:16]1[C@@:11]2([C:10](=[O:21])[O:9][CH2:8][N:7]2[C:5]([O:4][CH2:1][CH:2]=[CH2:3])=[O:6])[CH:12]2[C@H:14]([C@@H:13]2[C:18]([O:20][C@@H:24]([O:23][C:22]([O:27][CH:28]([CH3:30])[CH3:29])=[O:31])[CH3:25])=[O:19])[CH2:15]1. Procedure details: (1S,2S,3S,5R,6S)-3′-((Allyloxy)carbonyl)-3-fluoro-5′-oxospiro[bicyclo[3.1.0]hexan-2,4′-oxazolidine]-6-carboxylic acid (A-1-2, 400 mg) and 1-chloroethyl isopropyl carbonate (204 mg) were treated in the same manner as in Example A-1 (3) to give (1S,2S,3S,5R,6S)-3′-allyl 6-(1-((isopropyloxycarbonyl)oxy)ethyl) 3-fluoro-5′-oxospiro[bicyclo[3.1.0]hexan-2,4′-oxazolidine]-3′,6-dicarboxylate (A-15-1, 95 mg) as a colorless oil.